Dataset: the Open Reaction Database (ORD), a public repository of structured organic reaction records. Task: describe an organic reaction: reactants, conditions, products, and yield Procedure: Starting from 4-(5-Cyclopropylmethoxy-benzo[1,3]dioxol-4-yl)-5H-pyrrolo[3,2-d]pyrimidine-7-carboxylic acid (R)-piperidin-3-ylamide hydrochloride (example A149) and methoxy-acetyl chloride the title compound is obtained as colorless solid. Reaction SMILES: Cl.[NH:2]1[CH2:7][CH2:6][CH2:5][C@@H:4]([NH:8][C:9]([C:11]2[C:15]3[N:16]=[CH:17][N:18]=[C:19]([C:20]4[C:28]5[O:27][CH2:26][O:25][C:24]=5[CH:23]=[CH:22][C:21]=4[O:29][CH2:30][CH:31]4[CH2:33][CH2:32]4)[C:14]=3[NH:13][CH:12]=2)=[O:10])[CH2:3]1.[CH3:34][O:35][CH2:36][C:37](Cl)=[O:38]>>[CH3:34][O:35][CH2:36][C:37]([N:2]1[CH2:7][CH2:6][CH2:5][C@@H:4]([NH:8][C:9]([C:11]2[C:15]3[N:16]=[CH:17][N:18]=[C:19]([C:20]4[C:28]5[O:27][CH2:26][O:25][C:24]=5[CH:23]=[CH:22][C:21]=4[O:29][CH2:30][CH:31]4[CH2:32][CH2:33]4)[C:14]=3[NH:13][CH:12]=2)=[O:10])[CH2:3]1)=[O:38] |f:0.1|. The product is COCC(=O)N1C[C@@H](CCC1)NC(=O)C1=CNC2=C1N=CN=C2C2=C(C=CC=1OCOC12)OCC1CC1 (4-(5-Cyclopropylmethoxy-benzo[1,3]dioxol-4-yl)-5H-pyrrolo[3,2-d]pyrimidine-7-carboxylic acid [(R)-1-(2-methoxy-ethanoyl)-piperidin-3-yl]amide). Reactants: Cl.N1C[C@@H](CCC1)NC(=O)C1=CNC2=C1N=CN=C2C2=C(C=CC=1OCOC12)OCC1CC1 (4-(5-Cyclopropylmethoxy-benzo[1,3]dioxol-4-yl)-5H-pyrrolo[3,2-d]pyrimidine-7-carboxylic acid (R)-piperidin-3-ylamide hydrochloride), COCC(=O)Cl (methoxy-acetyl chloride).